Dataset: the Open Reaction Database (ORD), a public repository of structured organic reaction records. Task: describe an organic reaction: reactants, conditions, products, and yield Conditions: temperature 0 celsius, time 24 hour. Procedure details: Cis and trans 2,3-dihydro-6-fluoro-2-(2-phenylethyl)-4H-1-benzopyran-4-carboxylic acid (2.9 gm) was dissolved in methanol, cooled to 0° C., and the mixture saturated with gaseous HCl. After 24 hours, the mixture was concentrated in vacuo, and the residue partitioned between ethyl acetate and saturated sodium bicarbonate. The organic layer was washed with brine, dried (Na2SO4), filtered and evaporated. The residue was purified by column chromatography (2:1 hexane/diethyl ether, SiO2) to yield the... Product: FC=1C=CC2=C([C@H](C[C@@H](O2)CCC2=CC=CC=C2)C(=O)OC)C1 (trans methyl 2,3-dihydro-6-fluoro-2-(2-phenylethyl)-4H-1-benzopyran-4-carboxylate). RXN SMILES: [F:1][C:2]1[CH:3]=[CH:4][C:5]2[O:10][C@@H:9]([CH2:11][CH2:12][C:13]3[CH:18]=[CH:17][CH:16]=[CH:15][CH:14]=3)[CH2:8][C@H:7]([C:19]([OH:21])=[O:20])[C:6]=2[CH:22]=1.Cl.[CH3:24]O>>[F:1][C:2]1[CH:3]=[CH:4][C:5]2[O:10][C@@H:9]([CH2:11][CH2:12][C:13]3[CH:14]=[CH:15][CH:16]=[CH:17][CH:18]=3)[CH2:8][C@H:7]([C:19]([O:21][CH3:24])=[O:20])[C:6]=2[CH:22]=1. Reactants: FC=1C=CC2=C([C@H](C[C@@H](O2)CCC2=CC=CC=C2)C(=O)O)C1 (trans 2,3-dihydro-6-fluoro-2-(2-phenylethyl)-4H-1-benzopyran-4-carboxylic acid), CO (methanol), Cl (HCl).